Dataset: the Open Reaction Database (ORD), a public repository of structured organic reaction records. Task: describe an organic reaction: reactants, conditions, products, and yield The reactants are COC=1C(=C(C(=O)OC)C=C(C1)OC)[N+](=O)[O-] (methyl 3,5-dimethoxy-2-nitrobenzoate), CO (methanol), [H][H] (hydrogen), [H][H] (hydrogen). The reagents and catalysts are [Pd] (Pd on charcoal). Solvent: O1CCCC1 (tetrahydrofuran). Product: NC1=C(C(=O)OC)C=C(C=C1OC)OC (Methyl 2-amino-3,5-dimethoxybenzoate). As a reaction SMILES: [CH3:1][O:2][C:3]1[C:4]([N+:15]([O-])=O)=[C:5]([CH:10]=[C:11]([O:13][CH3:14])[CH:12]=1)[C:6]([O:8][CH3:9])=[O:7].CO.[H][H]>[Pd].O1CCCC1>[NH2:15][C:4]1[C:3]([O:2][CH3:1])=[CH:12][C:11]([O:13][CH3:14])=[CH:10][C:5]=1[C:6]([O:8][CH3:9])=[O:7]. Procedure details: A mixture of methyl 3,5-dimethoxy-2-nitrobenzoate (Ger 501,609, April 2, 1927; CA. 24, 47929) (39.0 g; 0.162 mole), 5% Pd on charcoal (2.0 g), methanol (200 ml) and tetrahydrofuran (200 ml) is shaken in an atmosphere of hydrogen at 52 lb pressure for 46 h when theoretical amount of hydrogen is absorbed. The catalyst is filtered off and the filtrate is evaporated to dryness. The residue is recrystallized from methanol. Yield 28.6 g; mp 93°-5°. Starting materials: O=C(OCCOP(=O)(OCc1ccccc1)OCc1ccccc1)Oc1ccc([N+](=O)[O-])cc1, COc1ccc2c(c1)C(N)CCc1cc(OC)c(OC)c(OC)c1-2, CC#N. Product: COc1ccc2c(c1)C(NC(=O)OCCOP(=O)(OCc1ccccc1)OCc1ccccc1)CCc1cc(OC)c(OC)c(OC)c1-2. Reaction SMILES: [C:25]([O:26][CH2:27][CH2:28][O:29][P:30](=[O:31])([O:32][CH2:33][c:34]1[cH:35][cH:36][cH:37][cH:38][cH:39]1)[O:40][CH2:41][c:42]1[cH:43][cH:44][cH:45][cH:46][cH:47]1)([O:48][c:50]1[cH:51][cH:52][c:53]([N+:54]([O-:55])=[O:56])[cH:57][cH:58]1)=[O:49].[CH3:1][O:2][c:3]1[cH:4][cH:5][c:6]2[c:7]([cH:24]1)[CH:8]([NH2:23])[CH2:9][CH2:10][c:11]1[c:12]-2[c:13]([O:21][CH3:22])[c:14]([O:19][CH3:20])[c:15]([O:17][CH3:18])[cH:16]1.[CH3:59][C:60]#[N:61]>>[CH3:1][O:2][c:3]1[cH:4][cH:5][c:6]2[c:7]([cH:24]1)[CH:8]([NH:23][C:25]([O:26][CH2:27][CH2:28][O:29][P:30](=[O:31])([O:32][CH2:33][c:34]1[cH:35][cH:36][cH:37][cH:38][cH:39]1)[O:40][CH2:41][c:42]1[cH:43][cH:44][cH:45][cH:46][cH:47]1)=[O:48])[CH2:9][CH2:10][c:11]1[c:12]-2[c:13]([O:21][CH3:22])[c:14]([O:19][CH3:20])[c:15]([O:17][CH3:18])[cH:16]1. Starting materials: CC=1SC=C(C1NNC(=O)OCCCl)C (2-chloroethyl 2-(2,4-dimethylthien-3-yl)-hydrazinecarboxylate), COCC(=O)Cl (methoxyacetylchloride), Cl (HCl). Solvent: C1(=CC=CC=C1)C (toluene). The product is COCC(=O)N(NC(=O)OCCCl)C1=C(SC=C1C)C (2-chloroethyl 2-(methoxyacetyl)-2-(2,4-dimethylthien-3-yl)hydrazinecarboxylate). RXN SMILES: [CH3:1][C:2]1[S:3][CH:4]=[C:5]([CH3:15])[C:6]=1[NH:7][NH:8][C:9]([O:11][CH2:12][CH2:13][Cl:14])=[O:10].[CH3:16][O:17][CH2:18][C:19](Cl)=[O:20].Cl>C1(C)C=CC=CC=1>[CH3:16][O:17][CH2:18][C:19]([N:7]([C:6]1[C:5]([CH3:15])=[CH:4][S:3][C:2]=1[CH3:1])[NH:8][C:9]([O:11][CH2:12][CH2:13][Cl:14])=[O:10])=[O:20]. Procedure details: A solution of 24.85 g (0.1 mol) of 2-chloroethyl 2-(2,4-dimethylthien-3-yl)-hydrazinecarboxylate in 150 ml dry toluene is treated with 10.85 g (0.1 mol) methoxyacetylchloride, and the mixture is heated to 80° for 2 hours, vigorous HCl-formation starting at approx. 50° C. The mixture is cooled to room temperature, washed subsequently with water, 10% aqueous NaHCO3 -solution and water, dried over MgSO4 and evaporated in vacuo to yield the compound 2-chloroethyl 2-(methoxyacetyl)-2-(2,4-dimethylthi... The reactants are ClC1=CC(=CC=C1)OCCCCCl (1-chloro-3-(4-chlorobutoxy)benzene), CN(C=1SC2=C(N1)C=CC=C2)C2CCNCC2 (N-methyl-N-(4-piperidinyl)-2-benzothiazolamine), C([O-])([O-])=O.[Na+].[Na+] (sodium carbonate), CN(C=O)C (N,N-dimethylformamide). Conditions: temperature 60 celsius, time 24 hour. The product is C(\C=C/C(=O)O)(=O)O.ClC=1C=C(OCCCCN2CCC(CC2)N(C=2SC3=C(N2)C=CC=C3)C)C=CC1 (N-[1-[4-(3-chlorophenoxy)butyl]-4-piperidinyl]-N-methyl-2-benzothiazolamine (Z)-2-butenedioate). Yield: 49.0%. As a reaction SMILES: [Cl:1][C:2]1[CH:7]=[CH:6][CH:5]=[C:4]([O:8][CH2:9][CH2:10][CH2:11][CH2:12]Cl)[CH:3]=1.[CH3:14][N:15]([CH:25]1[CH2:30][CH2:29][NH:28][CH2:27][CH2:26]1)[C:16]1[S:17][C:18]2[CH:24]=[CH:23][CH:22]=[CH:21][C:19]=2[N:20]=1.[C:31](=[O:34])([O-:33])[O-].[Na+].[Na+].CN(C)C=[O:40]>>[C:9]([OH:40])(=[O:8])/[CH:10]=[CH:11]\[C:31]([OH:33])=[O:34].[Cl:1][C:2]1[CH:3]=[C:4]([CH:5]=[CH:6][CH:7]=1)[O:8][CH2:9][CH2:10][CH2:11][CH2:12][N:28]1[CH2:27][CH2:26][CH:25]([N:15]([CH3:14])[C:16]2[S:17][C:18]3[CH:24]=[CH:23][CH:22]=[CH:21][C:19]=3[N:20]=2)[CH2:30][CH2:29]1 |f:2.3.4,6.7|. Reported procedure: A mixture of 4.4 parts of 1-chloro-3-(4-chlorobutoxy)benzene, 3.7 parts of N-methyl-N-(4-piperidinyl)-2-benzothiazolamine, 2.1 parts of sodium carbonate and 90 parts of N,N-dimethylformamide was stirred for 24 hours at 60° C. The reaction mixture was cooled and poured onto water. The product was extracted with methylbenzene. The extract was washed with water, dried, filtered and evaporated. The residue was purified by column chromatography over silica gel using a mixture of trichloromthane and m... Procedure details: A suspension of 2-(5-cyano-2-hydroxyphenyl)-2-methyl-1-propanol (5 g), prepared as in Example 26, in 2,2-dimethoxypropane was treated with 2 drops sulphuric acid at 10° C. After 1 hour at ambient temperature, diethyl ether was added, and the solution was washed with sodium hydroxide solution and water (twice). It was then dried over magnesium sulphate and run down, yielding 2.4 g of an oil which solidified on standing. The solid was dissolved in petroleum ether (bp 40°-60° C.) and the solution w... Reagents/catalysts: S(O)(O)(=O)=O (sulphuric acid). The product is C(#N)C=1C=CC2=C(C(COC(O2)(C)C)(C)C)C1 (7-Cyano-4,5-dihydro-2,2,5,5-tetramethyl-1,3-benzodioxepin). The reactants are C(#N)C=1C=CC(=C(C1)C(CO)(C)C)O (2-(5-cyano-2-hydroxyphenyl)-2-methyl-1-propanol), C(C)OCC (diethyl ether), COC(C)(C)OC (2,2-dimethoxypropane). Reaction SMILES: [C:1]([C:3]1[CH:4]=[CH:5][C:6]([OH:14])=[C:7]([C:9]([CH3:13])([CH3:12])[CH2:10][OH:11])[CH:8]=1)#[N:2].C(OCC)C.CO[C:22](OC)([CH3:24])[CH3:23]>S(=O)(=O)(O)O>[C:1]([C:3]1[CH:4]=[CH:5][C:6]2[O:14][C:22]([CH3:24])([CH3:23])[O:11][CH2:10][C:9]([CH3:12])([CH3:13])[C:7]=2[CH:8]=1)#[N:2]. Reaction conditions: time 1 hour. Starting materials: NC1=C2N=CN(C2=NC(=N1)Cl)CC1=CC=CC=C1 (6-Amino-9-benzyl-2-chloropurine), C(CCCC)N (pentylamine), [OH-].[Na+] (sodium hydroxide). Solvent: C(CCC)O (1-butanol). Conditions: temperature 100 celsius. Product: NC1=C2N=CN(C2=NC(=N1)NCCCCC)CC1=CC=CC=C1 (6-Amino-9-benzyl-2-pentylaminopurine). The yield is 69.5%. RXN SMILES: [NH2:1][C:2]1[N:10]=[C:9](Cl)[N:8]=[C:7]2[C:3]=1[N:4]=[CH:5][N:6]2[CH2:12][C:13]1[CH:18]=[CH:17][CH:16]=[CH:15][CH:14]=1.[CH2:19]([NH2:24])[CH2:20][CH2:21][CH2:22][CH3:23].[OH-].[Na+]>C(O)CCC>[NH2:1][C:2]1[N:10]=[C:9]([NH:24][CH2:19][CH2:20][CH2:21][CH2:22][CH3:23])[N:8]=[C:7]2[C:3]=1[N:4]=[CH:5][N:6]2[CH2:12][C:13]1[CH:18]=[CH:17][CH:16]=[CH:15][CH:14]=1 |f:2.3|. Procedure details: 6-Amino-9-benzyl-2-chloropurine (100 mg, 0.385 mmol) and pentylamine (336 mg, 3.85 mmol) suspended in 1-butanol (10 ml) were heated at 100° C. for 10 hours in autoclave. The reaction mixture was condensed in vacuo. To the residue was added 1N aqueous sodium hydroxide and the solution was extracted with chloroform. The organic layer was dried on sodium sulfate, filtered and the solvent in the filtrate was evaporated in vacuo. The residue was purified with silica gel chromatography (2% methanol/ch... Starting materials: C=O, CC(C)(C)C(=O)O, C=COC(C)=O, [Ru]. The product is C=COC(=O)C(C)(C)C. As a reaction SMILES: [C:14]=[O:15].[CH3:1][C:2]([CH3:3])([CH3:4])[C:5]([OH:6])=[O:7].[CH3:8][C:9]([O:10][CH:11]=[CH2:12])=[O:13].[Ru:16]>>[CH3:1][C:2]([CH3:3])([CH3:4])[C:5]([O:6][CH:8]=[CH2:9])=[O:7]. Starting materials: CCCCCCCCC#CCCO, CCOC(C)=O, [H][H]. Product: CCCCCCCCC=CCCO. Reaction SMILES: [CH2:1]([CH2:2][C:3]#[C:4][CH2:5][CH2:6][CH2:7][CH2:8][CH2:9][CH2:10][CH2:11][CH3:12])[OH:13].[CH3:16][CH2:17][O:18][C:19](=[O:20])[CH3:21].[H:14][H:15]>>[CH2:1]([CH2:2][CH:3]=[CH:4][CH2:5][CH2:6][CH2:7][CH2:8][CH2:9][CH2:10][CH2:11][CH3:12])[OH:13]. Starting materials: CC(C)(C)OC(=O)N1CCC(COCc2cc(Br)cc(-c3ccc(F)cc3)c2)(c2ccccc2)CC1, [Li]CCCC, COB(OC)OC, CCOC(C)=O, [Cl-], [NH4+], [Na+], C1CCOC1, [OH-], OO. Yields the product CC(C)(C)OC(=O)N1CCC(COCc2cc(O)cc(-c3ccc(F)cc3)c2)(c2ccccc2)CC1. As a reaction SMILES: [Br:1][c:2]1[cH:3][c:4]([CH2:15][O:16][CH2:17][C:18]2([c:31]3[cH:32][cH:33][cH:34][cH:35][cH:36]3)[CH2:19][CH2:20][N:21]([C:24](=[O:25])[O:26][C:27]([CH3:28])([CH3:29])[CH3:30])[CH2:22][CH2:23]2)[cH:5][c:6](-[c:8]2[cH:9][cH:10][c:11]([F:14])[cH:12][cH:13]2)[cH:7]1.[CH2:37]([Li:38])[CH2:39][CH2:40][CH3:41].[CH3:42][O:43][B:44]([O:45][CH3:46])[O:47][CH3:48].[CH3:60][CH2:61][O:62][C:63](=[O:64])[CH3:65].[Cl-:53].[NH4+:54].[Na+:50].[O:55]1[CH2:56][CH2:57][CH2:58][CH2:59]1.[OH-:49].[OH:51][OH:52]>>[c:2]1([OH:43])[cH:3][c:4]([CH2:15][O:16][CH2:17][C:18]2([c:31]3[cH:32][cH:33][cH:34][cH:35][cH:36]3)[CH2:19][CH2:20][N:21]([C:24](=[O:25])[O:26][C:27]([CH3:28])([CH3:29])[CH3:30])[CH2:22][CH2:23]2)[cH:5][c:6](-[c:8]2[cH:9][cH:10][c:11]([F:14])[cH:12][cH:13]2)[cH:7]1. Starting materials: C(=O)(OC(=O)OC(C)(C)C)OC(=O)[O-] (tert-Butoxycarbonyl dicarbonate), N1(CCSCC1)C(=O)OC(C)(C)C (tert-Butyl thiomorpholine-4-carboxylate), S(=S)(=O)([O-])[O-].[Na+].[Na+] (sodium thiosulfate), ClC1=CC(=CC=C1)C(=O)OO (m-chloroperbenzoic acid). Solvent: ClCCl (dichloromethane). Yields the product O=S1(CCN(CC1)C(=O)OC(C)(C)C)=O (tert-Butyl 1,1-dioxothiomorpholine-4-carboxylate). Isolated yield 91.6%. Reaction SMILES: [N:1]1([C:7]([O:9][C:10]([CH3:13])([CH3:12])[CH3:11])=[O:8])[CH2:6][CH2:5]S[CH2:3][CH2:2]1.ClC1C=CC=C(C(OO)=O)C=1.[S:25]([O-:29])([O-])(=[O:27])=S.[Na+].[Na+].C(OC([O-])=O)(OC(OC(C)(C)C)=O)=O>ClCCl>[O:27]=[S:25]1(=[O:29])[CH2:5][CH2:6][N:1]([C:7]([O:9][C:10]([CH3:12])([CH3:11])[CH3:13])=[O:8])[CH2:2][CH2:3]1 |f:2.3.4|. Reported procedure: tert-Butyl thiomorpholine-4-carboxylate (1.91 g, 9.42 mol) was dissolved in dichloromethane (50 ml); m-chloroperbenzoic acid (5.0 g, 19 mmol) was gradually added while cooled with ice bath, stirred, and under nitrogen atmosphere; and the reaction mixture was stirred at room temperature for 12 hours. After addition of a saturated aqueous solution of sodium thiosulfate, the reaction mixture was kept stirred for a while; and this was subjected to extraction with ethyl acetate, washed with brine, dr...